From a dataset of the Open Reaction Database (ORD), a public repository of structured organic reaction records. describe an organic reaction: reactants, conditions, products, and yield Reactants: ClC=1C2=C(N=CN1)N(C=C2I)[C@@H]2CC[C@H](CC2)N2CCN(CC2)C (trans-4-chloro-5-iodo-7-[4-(4-methylpiperazino)cyclohexyl]-7H-pyrrolo[2,3-d]pyrimidine), C1(=CC=CC=C1)NC(CC1=CC=C(C=C1)B1OC(C(O1)(C)C)(C)C)=O (N1-phenyl -2-[4-(4,4,5,5-tetramethyl-1,3,2-dioxaborolan-2-yl)phenyl]acetamide), CO[C@H]1[C@@H](C[C@@H]2CN3CCC4=C([C@H]3C[C@@H]2[C@@H]1C(=O)OC)NC5=C4C=CC(=C5)OC)OC(=O)C6=CC(=C(C(=C6)OC)OC)OC (Hypersil). Solvent: C(C)#N (acetonitrile). Product: C(\C=C/C(=O)O)(=O)O.C(\C=C/C(=O)O)(=O)O.C(\C=C/C(=O)O)(=O)O.C1(=CC=CC=C1)NC(CC1=CC=C(C=C1)C1=CN(C=2N=CN=C(C21)N)[C@@H]2CC[C@H](CC2)N2CCN(CC2)C)=O (trans-N-phenyl-2-(4-{4-amino-7-[4-(4-methylpiperazino)cyclohexyl]-7H-pyrrolo[2,3-d]pyrimidin-5-yl}phenyl)acetamide trismaleate). RXN SMILES: Cl[C:2]1[C:3]2[C:10](I)=[CH:9][N:8]([C@H:12]3[CH2:17][CH2:16][C@H:15]([N:18]4[CH2:23][CH2:22][N:21]([CH3:24])[CH2:20][CH2:19]4)[CH2:14][CH2:13]3)[C:4]=2[N:5]=[CH:6][N:7]=1.[C:25]1([NH:31][C:32](=[O:49])[CH2:33][C:34]2[CH:39]=[CH:38][C:37](B3OC(C)(C)C(C)(C)[O:41]3)=[CH:36][CH:35]=2)[CH:30]=[CH:29][CH:28]=[CH:27][CH:26]=1.CO[C@@H]1[C@@H](C(OC)=O)[C@@H]2[C@@H](C[N:57]3[C@H](C2)C2NC4C=C(OC)C=CC=4C=2CC3)C[C@H]1[O:79][C:80]([C:82]1[CH:87]=[C:86]([O:88]C)C(OC)=C(OC)C=1)=[O:81]>C(#N)C>[C:80]([OH:79])(=[O:81])/[CH:82]=[CH:87]\[C:86]([OH:88])=[O:41].[C:80]([OH:79])(=[O:81])/[CH:82]=[CH:87]\[C:86]([OH:88])=[O:41].[C:80]([OH:79])(=[O:81])/[CH:82]=[CH:87]\[C:86]([OH:88])=[O:41].[C:25]1([NH:31][C:32](=[O:49])[CH2:33][C:34]2[CH:39]=[CH:38][C:37]([C:10]3[C:3]4[C:2]([NH2:57])=[N:7][CH:6]=[N:5][C:4]=4[N:8]([C@H:12]4[CH2:17][CH2:16][C@H:15]([N:18]5[CH2:23][CH2:22][N:21]([CH3:24])[CH2:20][CH2:19]5)[CH2:14][CH2:13]4)[CH:9]=3)=[CH:36][CH:35]=2)[CH:30]=[CH:29][CH:28]=[CH:27][CH:26]=1 |f:4.5.6.7|. Procedure details: trans-N-phenyl-2-(4-{4-amino-7-[4-(4-methylpiperazino)cyclohexyl]-7H-pyrrolo[2,3-d]pyrimidin-5-yl}phenyl)acetamide trismaleate was prepared from trans-4-chloro-5-iodo-7-[4-(4-methylpiperazino)cyclohexyl]-7H-pyrrolo[2,3-d]pyrimidine (1.0 g, 2.18 mmol) and N1-phenyl -2-[4-(4,4,5,5-tetramethyl-1,3,2-dioxaborolan-2-yl)phenyl]acetamide in a similar method to that described for the cis-isomer: 1H NMR (DMSO-d6, 400 MHz) 10.18(s, 1H), 8.18(s, 1H), 7.61(d, 2H), 7.51(m, 5H), 7.31(t, 2H), 7.04(t, 1H), 6.3(... Reactants: CN(C)CCCO, CCOC(=O)N=NC(=O)OCC, Cc1ccc(-c2[nH]c(-c3ccc(O)cc3)nc2C(=O)Nc2nccs2)cc1, c1ccc(P(c2ccccc2)c2ccccc2)cc1. Product: Cc1ccc(-c2[nH]c(-c3ccc(OCCCN(C)C)cc3)nc2C(=O)Nc2nccs2)cc1. Reaction SMILES: [CH3:28][N:29]([CH2:30][CH2:31][CH2:32][OH:33])[CH3:34].[O:54]=[C:55]([O:56][CH2:57][CH3:58])[N:59]=[N:60][C:61]([O:62][CH2:63][CH3:64])=[O:65].[OH:1][c:2]1[cH:3][cH:4][c:5](-[c:8]2[nH:9][c:10](-[c:21]3[cH:22][cH:23][c:24]([CH3:27])[cH:25][cH:26]3)[c:11]([C:13](=[O:14])[NH:15][c:16]3[s:17][cH:18][cH:19][n:20]3)[n:12]2)[cH:6][cH:7]1.[c:35]1([P:36]([c:37]2[cH:38][cH:39][cH:40][cH:41][cH:42]2)[c:43]2[cH:44][cH:45][cH:46][cH:47][cH:48]2)[cH:49][cH:50][cH:51][cH:52][cH:53]1>>[O:1]([c:2]1[cH:3][cH:4][c:5](-[c:8]2[nH:9][c:10](-[c:21]3[cH:22][cH:23][c:24]([CH3:27])[cH:25][cH:26]3)[c:11]([C:13](=[O:14])[NH:15][c:16]3[s:17][cH:18][cH:19][n:20]3)[n:12]2)[cH:6][cH:7]1)[CH2:32][CH2:31][CH2:30][N:29]([CH3:28])[CH3:34]. Starting materials: NCCCO (1-amino-3-propyl alcohol), CN1CCOCC1 (NMM), N1([C@H](C(=O)NCC(=O)O)CCC1)C(=O)OC(C)(C)C (Boc-Pro-Gly-OH), CN1CCOCC1 (NMM). The solvent is C1CCOC1 (THF), CCOC(=O)C (EtOAc), C1CCOC1 (THF). Yields the product N1([C@H](C(=O)NCC(=O)NCCCO)CCC1)C(=O)OC(C)(C)C (Boc-Pro-Gly-NH—(CH2)3—OH). RXN SMILES: [N:1]1([C:13]([O:15][C:16]([CH3:19])([CH3:18])[CH3:17])=[O:14])[CH2:12][CH2:11][CH2:10][C@H:2]1[C:3]([NH:5][CH2:6][C:7]([OH:9])=O)=[O:4].CN1CCOCC1.[NH2:27][CH2:28][CH2:29][CH2:30][OH:31]>C1COCC1.CCOC(C)=O>[N:1]1([C:13]([O:15][C:16]([CH3:19])([CH3:18])[CH3:17])=[O:14])[CH2:12][CH2:11][CH2:10][C@H:2]1[C:3]([NH:5][CH2:6][C:7]([NH:27][CH2:28][CH2:29][CH2:30][OH:31])=[O:9])=[O:4]. Reported procedure: To a cold (−15° C.) solution of Boc-Pro-Gly-OH (610 mg, 2.24 mmol) and NMM (369 μl, 3.36 mmol) in THF (8 mL) was added ECF (2201 μl, 2.3 mmol) and stirred vigorously. After 2 min. a solution of 1-amino-3-propyl alcohol (220 mg, 2.68 mmol) in THF (2 mL) was added to it followed by NMM (505 mg, 5 mmol) and stirred for further 30 minutes. The mixture was warmed to r.t. and stirred for 8 h. The solvent was removed under reduced pressure to give a residue which was diluted with EtOAc and washed with ... Reactants: BrCCCCOC=1C=CC2=C(SC=C2C2=CC=C(C=C2)F)C1 (6-(4-Bromo-butoxy)-3-(4-fluoro-phenyl)-benzo[b]thiophene), N1CCC1 (azetidine). Yields the product FC1=CC=C(C=C1)C=1C2=C(SC1)C=C(C=C2)OCCCCN2CCC2 (1-{4-[3-(4-Fluoro-phenyl)-benzo[b]thiophen-6-yloxy]-butyl}-azetidine). Reaction SMILES: Br[CH2:2][CH2:3][CH2:4][CH2:5][O:6][C:7]1[CH:8]=[CH:9][C:10]2[C:14]([C:15]3[CH:20]=[CH:19][C:18]([F:21])=[CH:17][CH:16]=3)=[CH:13][S:12][C:11]=2[CH:22]=1.[NH:23]1[CH2:26][CH2:25][CH2:24]1>>[F:21][C:18]1[CH:19]=[CH:20][C:15]([C:14]2[C:10]3[CH:9]=[CH:8][C:7]([O:6][CH2:5][CH2:4][CH2:3][CH2:2][N:23]4[CH2:26][CH2:25][CH2:24]4)=[CH:22][C:11]=3[S:12][CH:13]=2)=[CH:16][CH:17]=1. Reported procedure: In analogy to example 3.1, 6-(4-Bromo-butoxy)-3-(4-fluoro-phenyl)-benzo[b]thiophene and azetidine were converted to yield 1-{4-[3-(4-Fluoro-phenyl)-benzo[b]thiophen-6-yloxy]-butyl}-azetidine as colorless oil, MS: 356 (MH+). Product: CC(CC(=O)O)Nc1cccc(Cl)c1. Starting materials: CC=CC(=O)O, Nc1cccc(Cl)c1. RXN SMILES: [C:9]([CH:10]=[CH:11][CH3:12])(=[O:13])[OH:14].[Cl:1][c:2]1[cH:3][c:4]([NH2:5])[cH:6][cH:7][cH:8]1>>[Cl:1][c:2]1[cH:3][c:4]([NH:5][CH:11]([CH2:10][C:9](=[O:13])[OH:14])[CH3:12])[cH:6][cH:7][cH:8]1. The reactants are ON1C(CCC1=O)=O (N-hydroxysuccinimide), CC(CCCCCCCCCCCC(CC(=O)O)OC(CCCCCCCCCCCC(C)C)=O)C (15-Methyl-3-(13-methyltetradecanoyloxy)hexadecanoic acid), Cl (hydrochloric acid), FC(C(=O)O)(F)F.N[C@@H](C)C(=O)N[C@@H](CO)C(=O)O (N-L-alanyl-L-serine trifluoroacetate), N,N-Dicyclohexylcarbodiimide. Solvent: O1CCOCC1 (dioxane), O (water), C(C)N(CC)CC (triethylamine), CN(C=O)C (N,N-dimethylformamide). Conditions: time 8 hour. Product: CC(CCCCCCCCCCCC(CC(=O)N[C@@H](C)C(=O)N[C@@H](CO)C(=O)O)OC(CCCCCCCCCCCC(C)C)=O)C (N-[N-[15-methyl-3-(13-methyltetradecanoyloxy)hexadecanoyl]L-alanyl]-L-serine). Yield: 57.3%. RXN SMILES: [CH3:1][CH:2]([CH3:36])[CH2:3][CH2:4][CH2:5][CH2:6][CH2:7][CH2:8][CH2:9][CH2:10][CH2:11][CH2:12][CH2:13][CH:14]([O:19][C:20](=[O:35])[CH2:21][CH2:22][CH2:23][CH2:24][CH2:25][CH2:26][CH2:27][CH2:28][CH2:29][CH2:30][CH2:31][CH:32]([CH3:34])[CH3:33])[CH2:15][C:16]([OH:18])=O.ON1C(=O)CCC1=O.FC(F)(F)C(O)=O.[NH2:52][C@H:53]([C:55]([NH:57][C@H:58]([C:61]([OH:63])=[O:62])[CH2:59][OH:60])=[O:56])[CH3:54].Cl>O1CCOCC1.CN(C)C=O.O.C(N(CC)CC)C>[CH3:36][CH:2]([CH3:1])[CH2:3][CH2:4][CH2:5][CH2:6][CH2:7][CH2:8][CH2:9][CH2:10][CH2:11][CH2:12][CH2:13][CH:14]([O:19][C:20](=[O:35])[CH2:21][CH2:22][CH2:23][CH2:24][CH2:25][CH2:26][CH2:27][CH2:28][CH2:29][CH2:30][CH2:31][CH:32]([CH3:34])[CH3:33])[CH2:15][C:16]([NH:52][C@H:53]([C:55]([NH:57][C@H:58]([C:61]([OH:63])=[O:62])[CH2:59][OH:60])=[O:56])[CH3:54])=[O:18] |f:2.3|. Procedure: 15-Methyl-3-(13-methyltetradecanoyloxy)hexadecanoic acid (80 mg) prepared by the method described in Preparation 1-(3) and N-hydroxysuccinimide (20 mg) were dissolved in dioxane (2 ml). N,N-Dicyclohexylcarbodiimide (37 mg) was added thereto under ice cooling. The mixture was reached to ambient temperature and stirred at the same temperature overnight. The crystallized urea was filtered off and the filtrate was concentrated to give a residue which was dissolved in N,N-dimethylformamide (3 ml). To...